From a dataset of the Open Reaction Database (ORD), a public repository of structured organic reaction records. describe an organic reaction: reactants, conditions, products, and yield Starting materials: Cc1ccccc1, CN(C)CCO, COc1ccc(CN(Cc2ccc(OC)cc2)c2ncc(-c3nc(N4CCOCC4)nc4c3CCN4c3ccc(Cl)nc3)cn2)cc1, [H-], [Na+], O. The product is COc1ccc(CN(Cc2ccc(OC)cc2)c2ncc(-c3nc(N4CCOCC4)nc4c3CCN4c3ccc(OCCN(C)C)nc3)cn2)cc1. As a reaction SMILES: [CH3:1][c:2]1[cH:3][cH:4][cH:5][cH:6][cH:7]1.[CH3:8][N:9]([CH3:10])[CH2:11][CH2:12][OH:13].[Cl:14][c:15]1[cH:16][cH:17][c:18]([N:21]2[CH2:22][CH2:23][c:24]3[c:25]2[n:26][c:27]([N:55]2[CH2:56][CH2:57][O:58][CH2:59][CH2:60]2)[n:28][c:29]3-[c:30]2[cH:31][n:32][c:33]([N:36]([CH2:37][c:38]3[cH:39][cH:40][c:41]([O:44][CH3:45])[cH:42][cH:43]3)[CH2:46][c:47]3[cH:48][cH:49][c:50]([O:53][CH3:54])[cH:51][cH:52]3)[n:34][cH:35]2)[cH:19][n:20]1.[H-:62].[Na+:61].[OH2:63]>>[CH3:8][N:9]([CH3:10])[CH2:11][CH2:12][O:13][c:15]1[cH:16][cH:17][c:18]([N:21]2[CH2:22][CH2:23][c:24]3[c:25]2[n:26][c:27]([N:55]2[CH2:56][CH2:57][O:58][CH2:59][CH2:60]2)[n:28][c:29]3-[c:30]2[cH:31][n:32][c:33]([N:36]([CH2:37][c:38]3[cH:39][cH:40][c:41]([O:44][CH3:45])[cH:42][cH:43]3)[CH2:46][c:47]3[cH:48][cH:49][c:50]([O:53][CH3:54])[cH:51][cH:52]3)[n:34][cH:35]2)[cH:19][n:20]1. The reactants are C(C)(C)(C)[N+]#[C-] (t-butyl isonitrile), FC(C(C)(C)O[Cu])(F)F (2-trifluoromethylpropan-2-oxy-copper). Run in C1=CC=CC=C1 (benzene). Product: FC(C(C)(C)O[Cu])(F)F.C(C)(C)(C)[N+]#[C-] (2-trifluoromethylpropan-2-oxy-copper t-butyl isonitrile). As a reaction SMILES: [C:1]([N+:5]#[C-:6])([CH3:4])([CH3:3])[CH3:2].[F:7][C:8]([F:15])([F:14])[C:9]([O:12][Cu:13])([CH3:11])[CH3:10]>C1C=CC=CC=1>[F:7][C:8]([F:15])([F:14])[C:9]([O:12][Cu:13])([CH3:11])[CH3:10].[C:1]([N+:5]#[C-:6])([CH3:4])([CH3:3])[CH3:2] |f:3.4|. Procedure details: An equimolar quantity of t-butyl isonitrile was added to 3.5 g of 2-trifluoromethylpropan-2-oxy-copper prepared according to Example 2 in benzene. The mixture was stirred further until the suspended solid had completely dissolved. Then readily volatile constituents were evaporated. The yield of 2-trifluoromethylpropan-2-oxy-copper-t-butyl isonitrile was approximately quantitative.